Dataset: the Open Reaction Database (ORD), a public repository of structured organic reaction records. Task: describe an organic reaction: reactants, conditions, products, and yield Reactants: C(C)(C)[SiH](C(C)C)C(C)C (Triisopropylsilane), C(F)(F)(F)C(F)(F)C(F)(F)C(=O)Cl (CF3CF2CF2C(O)Cl). The reagents and catalysts are [Pd] (Pd/C). Reaction conditions: temperature 0 celsius, time 18 hour. Product: C(F)(F)(C(F)(F)C(F)(F)F)C=O (C3F7CHO). Isolated yield 64.4%. Reaction SMILES: C([SiH](C(C)C)C(C)C)(C)C.[C:11]([C:15]([C:18]([C:21](Cl)=[O:22])([F:20])[F:19])([F:17])[F:16])([F:14])([F:13])[F:12]>[Pd]>[C:18]([CH:21]=[O:22])([C:15]([C:11]([F:12])([F:13])[F:14])([F:17])[F:16])([F:20])[F:19]. Procedure details: A 3-necked round bottom flask fitted with dropping funnel, dry-ice condenser, and gas inlet was charged with 10% Pd/C(0.35 g) and cooled to 0° C. Triisopropylsilane (7.29 g, 46 mmol) was added, and CF3CF2CF2C(O)Cl (9.30 g, 40 mmol) was added dropwise over a 10 min period. The reactor was connected to a cold trap (-78° C.) while the mixture was stirred for 18 hr. Transfer from the trap and reaction vessel gave a total of 5.1 g (62%) of colorless liquid. 1H NMR (CD2Cl2): 9.62 (m). 19F NMR: -81.24 ... Reactants: C(C)(=O)N1C(C(C2=CC=CC=C12)=C(C1=CC=CC=C1)OCC)=O (1-acetyl-3-(1-ethoxy-1-phenyl-methylidene)-2-indolinone), CS(=O)(=O)NC1=CC=C(N)C=C1 (4-methylsulphonylamino-aniline), [OH-].[Na+] (sodium hydroxide). Run in CN(C)C=O (DMF), CO (methanol). Product: CS(=O)(=O)NC1=CC=C(C=C1)N\C(\C1=CC=CC=C1)=C\1/C(NC2=CC=CC=C12)=O ((Z)-3-[1-(4-methylsulphonylamino-phenylamino)-1-phenyl-methylidene]-2-indolinone). RXN SMILES: C([N:4]1[C:12]2[C:7](=[CH:8][CH:9]=[CH:10][CH:11]=2)[C:6](=[C:13](OCC)[C:14]2[CH:19]=[CH:18][CH:17]=[CH:16][CH:15]=2)[C:5]1=[O:23])(=O)C.[CH3:24][S:25]([NH:28][C:29]1[CH:35]=[CH:34][C:32]([NH2:33])=[CH:31][CH:30]=1)(=[O:27])=[O:26].[OH-].[Na+]>CN(C=O)C.CO>[CH3:24][S:25]([NH:28][C:29]1[CH:35]=[CH:34][C:32]([NH:33]/[C:13](=[C:6]2\[C:5](=[O:23])[NH:4][C:12]3[C:7]\2=[CH:8][CH:9]=[CH:10][CH:11]=3)/[C:14]2[CH:15]=[CH:16][CH:17]=[CH:18][CH:19]=2)=[CH:31][CH:30]=1)(=[O:27])=[O:26] |f:2.3|. Procedure details: Prepared analogously to Example 1 from 1-acetyl-3-(1-ethoxy-1-phenyl-methylidene)-2-indolinone and 4-methylsulphonylamino-aniline in DMF and subsequent treatment with sodium hydroxide solution in methanol. The reactants are Cl.C1(CCCCC1)CC1=CC=C(CN)C=C1 (4-cyclohexylmethyl-benzylamine hydrochloride), ClC1=C(C2=C(CCN(CC2)C(C(F)(F)F)=O)C=C1)OS(=O)(=O)C(F)(F)F (7-chloro-3-(2,2,2-trifluoroacetyl)-6-trifluoromethanesulfonyloxy-2,3,4,5-tetrahydro-1H-benzo[d]azepine), C=1C=CC(=CC1)P(C=2C=CC=CC2)C3=CC=C4C=CC=CC4=C3C5=C6C=CC=CC6=CC=C5P(C=7C=CC=CC7)C=8C=CC=CC8 (BINAP), C([O-])([O-])=O.[Cs+].[Cs+] (cesium carbonate). The reagents and catalysts are C(C)(=O)[O-].[Pd+2].C(C)(=O)[O-] (palladium(II) acetate). The solvent is CCOC(=O)C (EtOAc), C1(=CC=CC=C1)C (toluene). Run at temperature 90 celsius. The product is ClC1=C(C2=C(CCN(CC2)C(C(F)(F)F)=O)C=C1)NCC1=CC=C(C=C1)CC1CCCCC1 (7-chloro-6-(4-cyclohexylmethyl-benzylamino)-3-(2,2,2-trifluoroacetyl)-2,3,4,5-tetrahydro-1H-benzo[d]azepine). Isolated yield 63.2%. Reaction SMILES: Cl.[CH:2]1([CH2:8][C:9]2[CH:16]=[CH:15][C:12]([CH2:13][NH2:14])=[CH:11][CH:10]=2)[CH2:7][CH2:6][CH2:5][CH2:4][CH2:3]1.[Cl:17][C:18]1[CH:34]=[CH:33][C:21]2[CH2:22][CH2:23][N:24]([C:27](=[O:32])[C:28]([F:31])([F:30])[F:29])[CH2:25][CH2:26][C:20]=2[C:19]=1OS(C(F)(F)F)(=O)=O.C1C=CC(P(C2C(C3C(P(C4C=CC=CC=4)C4C=CC=CC=4)=CC=C4C=3C=CC=C4)=C3C(C=CC=C3)=CC=2)C2C=CC=CC=2)=CC=1.C(=O)([O-])[O-].[Cs+].[Cs+]>CCOC(C)=O.C([O-])(=O)C.[Pd+2].C([O-])(=O)C.C1(C)C=CC=CC=1>[Cl:17][C:18]1[CH:34]=[CH:33][C:21]2[CH2:22][CH2:23][N:24]([C:27](=[O:32])[C:28]([F:29])([F:31])[F:30])[CH2:25][CH2:26][C:20]=2[C:19]=1[NH:14][CH2:13][C:12]1[CH:11]=[CH:10][C:9]([CH2:8][CH:2]2[CH2:3][CH2:4][CH2:5][CH2:6][CH2:7]2)=[CH:16][CH:15]=1 |f:0.1,4.5.6,8.9.10|. Procedure: Under a nitrogen atmosphere, add 4-cyclohexylmethyl-benzylamine hydrochloride (352 mg, 1.47 mmol), 7-chloro-3-(2,2,2-trifluoroacetyl)-6-trifluoromethanesulfonyloxy-2,3,4,5-tetrahydro-1H-benzo[d]azepine (500 mg, 1.17 mmol), palladium(II) acetate (52.7 mg, 0.235 mmol), BINAP (293 mg, 0.47 mmol) and cesium carbonate (1.53 g, 4.7 mmol) to toluene (20 mL). Heat the mixture at 90° C. for 12 h. Cool the mixture to room temperature and dilute with EtOAc (25 mL). Filter the solids through cellulose (20 g... The reactants are N1C=NC=C1 (Imidazole), FC(C1=CC=C(C=C1)NC(C1=C(C=CC=C1)OC(C)=O)=O)(F)F (N-(4-trifluoromethylphenyl)-2-acetoxy-benzamide). Solvent: CO (methanol). Reaction conditions: time 2 hour. The product is FC(C1=CC=C(C=C1)NC(C1=C(C=CC=C1)O)=O)(F)F (N-(4-trifluoromethylphenyl)-2-hydroxy-benzamide). Isolated yield 64.9%. As a reaction SMILES: N1C=CN=C1.[F:6][C:7]([F:28])([F:27])[C:8]1[CH:13]=[CH:12][C:11]([NH:14][C:15](=[O:26])[C:16]2[CH:21]=[CH:20][CH:19]=[CH:18][C:17]=2[O:22]C(=O)C)=[CH:10][CH:9]=1>CO>[F:6][C:7]([F:27])([F:28])[C:8]1[CH:9]=[CH:10][C:11]([NH:14][C:15](=[O:26])[C:16]2[CH:21]=[CH:20][CH:19]=[CH:18][C:17]=2[OH:22])=[CH:12][CH:13]=1. Procedure details: Imidazole (960 mg, 14 mmol) was added to N-(4-trifluoromethylphenyl)-2-acetoxy-benzamide (13 g, 40 mmol) in methanol (300 ml) and the solution stirred at room temperature for two hours. The white precipitate was filtered and dried giving 7.3 g (65%) of pure N-(4-trifluoromethylphenyl)-2-hydroxy-benzamide as a white solid.